Dataset: the Open Reaction Database (ORD), a public repository of structured organic reaction records. Task: describe an organic reaction: reactants, conditions, products, and yield Reactants: CC(C)CBr, CCC(C)C1CSC(=Nc2ccc3c(c2)CCC3=O)N1. The product is CCC(C)C1CSC(=Nc2ccc3c(c2)CCC3=O)N1CC(C)C. As a reaction SMILES: [CH2:21]([CH:22]([CH3:23])[CH3:24])[Br:25].[O:1]=[C:2]1[CH2:3][CH2:4][c:5]2[cH:6][c:7]([N:11]=[C:12]3[S:13][CH2:14][CH:15]([CH:17]([CH3:18])[CH2:19][CH3:20])[NH:16]3)[cH:8][cH:9][c:10]21>>[O:1]=[C:2]1[CH2:3][CH2:4][c:5]2[cH:6][c:7]([N:11]=[C:12]3[S:13][CH2:14][CH:15]([CH:17]([CH3:18])[CH2:19][CH3:20])[N:16]3[CH2:21][CH:22]([CH3:23])[CH3:24])[cH:8][cH:9][c:10]21. Starting materials: CCOP(=O)(C#N)OCC, CCOC(C)=O, O=C(O)c1cc(Oc2ccc3c(c2)CCN3C(=O)Nc2cccc(C(F)(F)F)c2)ncn1, Nc1ccccc1, [Na+], O=C([O-])O, CN(C)C=O. Yields the product O=C(Nc1ccccc1)c1cc(Oc2ccc3c(c2)CCN3C(=O)Nc2cccc(C(F)(F)F)c2)ncn1. Reaction SMILES: [CH2:33]([O:34][P:35]([C:36]#[N:37])(=[O:38])[O:39][CH2:40][CH3:41])[CH3:42].[CH3:55][CH2:56][O:57][C:58]([CH3:59])=[O:60].[F:1][C:2]([c:3]1[cH:4][c:5]([NH:9][C:10](=[O:11])[N:12]2[CH2:13][CH2:14][c:15]3[cH:16][c:17]([O:21][c:22]4[cH:23][c:24]([C:28](=[O:29])[OH:30])[n:25][cH:26][n:27]4)[cH:18][cH:19][c:20]32)[cH:6][cH:7][cH:8]1)([F:31])[F:32].[NH2:43][c:44]1[cH:45][cH:46][cH:47][cH:48][cH:49]1.[Na+:65].[O-:61][C:62]([OH:63])=[O:64].[O:50]=[CH:51][N:52]([CH3:53])[CH3:54]>>[F:1][C:2]([c:3]1[cH:4][c:5]([NH:9][C:10](=[O:11])[N:12]2[CH2:13][CH2:14][c:15]3[cH:16][c:17]([O:21][c:22]4[cH:23][c:24]([C:28](=[O:29])[NH:43][c:44]5[cH:45][cH:46][cH:47][cH:48][cH:49]5)[n:25][cH:26][n:27]4)[cH:18][cH:19][c:20]32)[cH:6][cH:7][cH:8]1)([F:31])[F:32]. The solvent is O (water), O (H2O), O1CCOCC1 (dioxane), O1CCOCC1 (dioxane). Reported procedure: A mixture of (1,1-Bis(diphenylphosphino)ferrocene)dichloropalladium(II), complexed with dichloromethane (1:1) (1.9 mg, 0.0000023 mol), 50 uL of 0.20 M 2-(5-bromo-1-(2-trimethylsilanyl-ethoxymethyl)-1H-indazol-3-ylamino)-1-(4-(tert-butyl-dimethyl-silanyloxy)-cyclohexyl)-1H-benzoimidazole-5-carboxylic acid cyclopentylamide (0.0000116 mol) in dioxane and 92 uL of 0.25 M 2-methoxyphenylboronic acid (3.54 mg, 0.0000233 mol) in dioxane and 29 uL 2.0 M sodium carbonate in water was heated at 120° C. fo... Reactants: (1,1-Bis(diphenylphosphino)ferrocene)dichloropalladium(II), COC1=C(C=CC=C1)B(O)O (2-methoxyphenylboronic acid), C([O-])([O-])=O.[Na+].[Na+] (sodium carbonate), ClCCl (dichloromethane), C1(CCCC1)NC(=O)C1=CC2=C(N(C(=N2)NC2=NN(C3=CC=C(C=C23)Br)COCC[Si](C)(C)C)C2CCC(CC2)O[Si](C)(C)C(C)(C)C)C=C1 (2-(5-bromo-1-(2-trimethylsilanyl-ethoxymethyl)-1H-indazol-3-ylamino)-1-(4-(tert-butyl-dimethyl-silanyloxy)-cyclohexyl)-1H-benzoimidazole-5-carboxylic acid cyclopentylamide). Product: [Si](C)(C)(C(C)(C)C)OC1CCC(CC1)N1C(=NC2=C1C=CC(=C2)C(=O)NC2CCCC2)NC2=NN(C1=CC=C(C=C21)C2=C(C=CC=C2)OC)COCC[Si](C)(C)C (1-(4-(tert-butyldimethylsilyloxy)cyclohexyl)-N-cyclopentyl-2-(5-(2-methoxyphenyl)-1-((2-(trimethylsilyl)ethoxy)methyl)-1H-indazol-3-ylamino)-1H-benzo[d]imidazole-5-carboxamide). RXN SMILES: ClCCl.[CH:4]1([NH:9][C:10]([C:12]2[CH:53]=[CH:52][C:15]3[N:16]([CH:38]4[CH2:43][CH2:42][CH:41]([O:44][Si:45]([C:48]([CH3:51])([CH3:50])[CH3:49])([CH3:47])[CH3:46])[CH2:40][CH2:39]4)[C:17]([NH:19][C:20]4[C:28]5[C:23](=[CH:24][CH:25]=[C:26](Br)[CH:27]=5)[N:22]([CH2:30][O:31][CH2:32][CH2:33][Si:34]([CH3:37])([CH3:36])[CH3:35])[N:21]=4)=[N:18][C:14]=3[CH:13]=2)=[O:11])[CH2:8][CH2:7][CH2:6][CH2:5]1.[CH3:54][O:55][C:56]1[CH:61]=[CH:60][CH:59]=[CH:58][C:57]=1B(O)O.C(=O)([O-])[O-].[Na+].[Na+]>O1CCOCC1.O>[Si:45]([O:44][CH:41]1[CH2:40][CH2:39][CH:38]([N:16]2[C:15]3[CH:52]=[CH:53][C:12]([C:10]([NH:9][CH:4]4[CH2:5][CH2:6][CH2:7][CH2:8]4)=[O:11])=[CH:13][C:14]=3[N:18]=[C:17]2[NH:19][C:20]2[C:28]3[C:23](=[CH:24][CH:25]=[C:26]([C:57]4[CH:58]=[CH:59][CH:60]=[CH:61][C:56]=4[O:55][CH3:54])[CH:27]=3)[N:22]([CH2:30][O:31][CH2:32][CH2:33][Si:34]([CH3:36])([CH3:37])[CH3:35])[N:21]=2)[CH2:43][CH2:42]1)([C:48]([CH3:49])([CH3:50])[CH3:51])([CH3:47])[CH3:46] |f:3.4.5|. Starting materials: N=1N=CN2C1CNCC2 (5,6,7,8-tetrahydro-[1,2,4]triazolo[4,3-a]pyrazine), Ag2CO3, ClCCCOC=1C=C2C(=NC=NC2=CC1OC)NC1=CC=C(C=C1)F (6-(3-chloropropoxy)-N-(4-fluorophenyl)-7-methoxyquinazolin-4-amine), C(Cl)Cl (CH2Cl2). Run in CN(C)C=O (DMF), CN(C)C=O (DMF). Run at temperature 80 celsius. The product is N=1N=CN2C1CN(CC2)CCCOC=2C=C1C(=NC=NC1=CC2OC)NC2=CC=C(C=C2)F (6-(3-(5,6-dihydro-[1,2,4]triazolo[4,3-a]pyrazin-7(8H)-yl)propoxy)-N-(4-fluorophenyl)-7-methoxyquinazolin-4-amine). Isolated yield 22.1%. Reaction SMILES: [N:1]1[N:2]=[CH:3][N:4]2[CH2:9][CH2:8][NH:7][CH2:6][C:5]=12.Cl[CH2:11][CH2:12][CH2:13][O:14][C:15]1[CH:16]=[C:17]2[C:22](=[CH:23][C:24]=1[O:25][CH3:26])[N:21]=[CH:20][N:19]=[C:18]2[NH:27][C:28]1[CH:33]=[CH:32][C:31]([F:34])=[CH:30][CH:29]=1.C(Cl)Cl>CN(C=O)C>[N:1]1[N:2]=[CH:3][N:4]2[CH2:9][CH2:8][N:7]([CH2:11][CH2:12][CH2:13][O:14][C:15]3[CH:16]=[C:17]4[C:22](=[CH:23][C:24]=3[O:25][CH3:26])[N:21]=[CH:20][N:19]=[C:18]4[NH:27][C:28]3[CH:29]=[CH:30][C:31]([F:34])=[CH:32][CH:33]=3)[CH2:6][C:5]=12. Procedure: To a solution of 5,6,7,8-tetrahydro-[1,2,4]triazolo[4,3-a]pyrazine (0.16 g) in DMF (8 mL) was added Ag2CO3 (0.98 g) and a solution of 6-(3-chloropropoxy)-N-(4-fluorophenyl)-7-methoxyquinazolin-4-amine (0.32 g) in DMF (2 mL) at room temperature under stirring. The mixture was heated at 80° C. for 36 h under N2, and cooled to room temperature. To this, CH2Cl2 (100 mL) was added. The mixture was washed with brine (100 mL×3). The organic layer was dried over anhydrous Na2SO4 and filtered. The filtra...